Dataset: the Open Reaction Database (ORD), a public repository of structured organic reaction records. Task: describe an organic reaction: reactants, conditions, products, and yield Starting materials: imine, Ag2O, NC1=C(C=CC=C1)C=1OC2=C(N1)C=CC=C2 (2-(2-aminophenyl) benzoxazole), [N+](=O)([O-])C1=C(C=CC=C1)C=1OC2=C(N1)C=CC=C2 (2-(2-nitrophenyl) benzoxazole). Reagents/catalysts: O=[Pt]=O (PtO2). Solvent: C(Cl)Cl (CH2Cl2), C(C)O (ethanol). Run at time 8 hour. Yields the product O1C(=NC2=C1C=CC=C2)C2=C(C=CC=C2)NC(C)=O (N-[2-(benzoxazol-2-yl)phenyl] acetamide). As a reaction SMILES: [N+:1]([C:4]1[CH:9]=[CH:8][CH:7]=[CH:6][C:5]=1[C:10]1[O:11][C:12]2[CH:18]=[CH:17][CH:16]=[CH:15][C:13]=2[N:14]=1)([O-])=O.NC1C=CC=C[C:21]=1[C:26]1[O:27]C2C=CC=CC=2N=1>C(Cl)Cl.C(O)C.O=[Pt]=O>[O:11]1[C:12]2[CH:18]=[CH:17][CH:16]=[CH:15][C:13]=2[N:14]=[C:10]1[C:5]1[CH:6]=[CH:7][CH:8]=[CH:9][C:4]=1[NH:1][C:26](=[O:27])[CH3:21]. Procedure details: The compound was prepared in a multistep synthesis employing Scheme 3, as described: A suspension of 2-aminophenol (5.0 g, 45.81 mmol) and 2-nitrobenzaldehyde (6.92 g, 45.81 mmol) in cyclohexane (200 mL) was heated to reflux using a Dean-Stark apparatus to remove water for 5 h. The reaction mixture was concentrated in vacuo to yield bright yellow crystals of the corresponding imine (10.71 g, 97% yield). To a solution of this imine (7.88 g, 32.56 mmol) in CH2Cl2 (200 mL) was added Ag2O (9.05 g, 3... Reactants: BrP(Br)(c1ccccc1)(c1ccccc1)c1ccccc1, CC#N, OCCc1cccc(Cl)c1. The product is Clc1cccc(CCBr)c1. RXN SMILES: [Br:11][P:12]([Br:13])([c:14]1[cH:15][cH:16][cH:17][cH:18][cH:19]1)([c:20]1[cH:21][cH:22][cH:23][cH:24][cH:25]1)[c:26]1[cH:27][cH:28][cH:29][cH:30][cH:31]1.[CH3:32][C:33]#[N:34].[Cl:1][c:2]1[cH:3][c:4]([CH2:5][CH2:6][OH:7])[cH:8][cH:9][cH:10]1>>[Cl:1][c:2]1[cH:3][c:4]([CH2:5][CH2:6][Br:11])[cH:8][cH:9][cH:10]1. The reactants are C=CCC1(C=O)CC2C=CC1C2, [Li]CCCC, C1CCOC1, CCCCCC, Clc1cccc(Cn2ccnc2)c1. Yields the product C=CCC1(C(O)C(c2cccc(Cl)c2)n2ccnc2)CC2C=CC1C2. As a reaction SMILES: [CH2:19]([CH:20]=[CH2:21])[C:22]1([CH:29]=[O:30])[CH:23]2[CH:24]=[CH:25][CH:26]([CH2:27]1)[CH2:28]2.[CH2:1]([Li:2])[CH2:3][CH2:4][CH3:5].[CH2:37]1[O:38][CH2:39][CH2:40][CH2:41]1.[CH3:31][CH2:32][CH2:33][CH2:34][CH2:35][CH3:36].[Cl:6][c:7]1[cH:8][c:9]([CH2:10][n:11]2[cH:12][n:13][cH:14][cH:15]2)[cH:16][cH:17][cH:18]1>>[Cl:6][c:7]1[cH:8][c:9]([CH:10]([n:11]2[cH:12][n:13][cH:14][cH:15]2)[CH:29]([C:22]2([CH2:19][CH:20]=[CH2:21])[CH:23]3[CH:24]=[CH:25][CH:26]([CH2:27]2)[CH2:28]3)[OH:30])[cH:16][cH:17][cH:18]1.